Task: describe an organic reaction: reactants, conditions, products, and yield. Dataset: the Open Reaction Database (ORD), a public repository of structured organic reaction records The reactants are CN, COCCO, Oc1ccc2c(c1)CCCC(c1ccccc1)=C2c1ccc(OCCI)cc1. The product is CNCCOc1ccc(C2=C(c3ccccc3)CCCc3cc(O)ccc32)cc1. Reaction SMILES: [CH3:29][NH2:30].[CH3:31][O:32][CH2:33][CH2:34][OH:35].[I:1][CH2:2][CH2:3][O:4][c:5]1[cH:6][cH:7][c:8]([C:11]2=[C:12]([c:23]3[cH:24][cH:25][cH:26][cH:27][cH:28]3)[CH2:13][CH2:14][CH2:15][c:16]3[c:17]2[cH:18][cH:19][c:20]([OH:22])[cH:21]3)[cH:9][cH:10]1>>[CH2:2]([CH2:3][O:4][c:5]1[cH:6][cH:7][c:8]([C:11]2=[C:12]([c:23]3[cH:24][cH:25][cH:26][cH:27][cH:28]3)[CH2:13][CH2:14][CH2:15][c:16]3[c:17]2[cH:18][cH:19][c:20]([OH:22])[cH:21]3)[cH:9][cH:10]1)[NH:30][CH3:29]. The reactants are C=CC(=O)[O-], C1CCOC1, CCO[Si](Cl)(OCC)OCC, [Na+]. Product: C=CC(=O)[Si](OCC)(OCC)OCC. Reaction SMILES: [C:1]([CH:2]=[CH2:3])(=[O:4])[O-:5].[CH2:18]1[O:19][CH2:20][CH2:21][CH2:22]1.[Cl:7][Si:8]([O:9][CH2:10][CH3:11])([O:12][CH2:13][CH3:14])[O:15][CH2:16][CH3:17].[Na+:6]>>[C:1]([CH:2]=[CH2:3])(=[O:5])[Si:8]([O:9][CH2:10][CH3:11])([O:12][CH2:13][CH3:14])[O:15][CH2:16][CH3:17]. Starting materials: C1CCOC1, COC(=O)CCCCCS(=O)c1ccc(Cl)cc1, CO, [K+], NO, [OH-]. Yields the product O=C(CCCCCS(=O)c1ccc(Cl)cc1)NO. Reaction SMILES: [CH2:25]1[O:26][CH2:27][CH2:28][CH2:29]1.[CH3:1][O:2][C:3]([CH2:4][CH2:5][CH2:6][CH2:7][CH2:8][S:9](=[O:10])[c:11]1[cH:12][cH:13][c:14]([Cl:17])[cH:15][cH:16]1)=[O:18].[CH3:23][OH:24].[K+:22].[NH2:19][OH:20].[OH-:21]>>[O:2]=[C:3]([CH2:4][CH2:5][CH2:6][CH2:7][CH2:8][S:9](=[O:10])[c:11]1[cH:12][cH:13][c:14]([Cl:17])[cH:15][cH:16]1)[NH:19][OH:20]. The solvent is O (Water), C1CCOC1 (THF), C1CCOC1 (THF). Reaction conditions: time 4 hour. As a reaction SMILES: [C:1]1([C@@H:7]([OH:9])[CH3:8])[CH:6]=[CH:5][CH:4]=[CH:3][CH:2]=1.C1(P(C2C=CC=CC=2)C2C=CC=CC=2)C=CC=CC=1.[N+:29]([C:32]1[CH:40]=[CH:39][C:35]([C:36](O)=[O:37])=[CH:34][CH:33]=1)([O-:31])=[O:30].COCCOC(N=NC(OCCOC)=O)=O>C1COCC1.O>[N+:29]([C:32]1[CH:33]=[CH:34][C:35]([C:36]([O:9][C@@H:7]([C:1]2[CH:6]=[CH:5][CH:4]=[CH:3][CH:2]=2)[CH3:8])=[O:37])=[CH:39][CH:40]=1)([O-:31])=[O:30].[C:1]1([C@@H:7]([OH:9])[CH3:8])[CH:6]=[CH:5][CH:4]=[CH:3][CH:2]=1. Reported procedure: After (S)-1-phenylethyl alcohol (300 mg, 2.46 mmol), triphenylphosphine (771 mg, 2.95 mmol), 4-nitrobenzoic acid (494 mg, 2.95 mmol), and THF (12 ml) were added to a 50 ml flask, azodicarboxylic acid bis(2-methoxyethyl) ester (691 mg, 2.95 mmol) dissolved in THF (6 ml) was added dropwise thereto at 20° C., and the reaction was allowed to proceed for four hours. Water (0.5 mL) was added, and concentration was carried out. Then, water (10 ml) was added to the solution, and extraction was carried o... The reactants are COCCOC(=O)N=NC(=O)OCCOC (azodicarboxylic acid bis(2-methoxyethyl) ester), C1(=CC=CC=C1)[C@H](C)O ((S)-1-phenylethyl alcohol), C1(=CC=CC=C1)P(C1=CC=CC=C1)C1=CC=CC=C1 (triphenylphosphine), [N+](=O)([O-])C1=CC=C(C(=O)O)C=C1 (4-nitrobenzoic acid). Product: [N+](=O)([O-])C1=CC=C(C(=O)O[C@H](C)C2=CC=CC=C2)C=C1 ((R)-1-(4-nitrobenzoyloxy)-1-phenylethane), C1(=CC=CC=C1)[C@H](C)O ((S)-1-phenylethyl alcohol). Reactants: O=C(O)c1cc(Br)cc(I)c1, CC(C)(C)O, CC(CCCN(C)C)N=C=N, CN(C)c1ccncc1, ClCCl, Cl. Product: CC(C)(C)OC(=O)c1cc(Br)cc(I)c1. Reaction SMILES: [Br:1][c:2]1[cH:3][c:4]([C:5](=[O:6])[OH:7])[cH:8][c:9]([I:11])[cH:10]1.[C:24]([CH3:25])([CH3:26])([CH3:27])[OH:28].[CH3:13][N:14]([CH3:15])[CH2:16][CH2:17][CH2:18][CH:19]([N:20]=[C:21]=[NH:22])[CH3:23].[CH3:29][N:30]([CH3:31])[c:32]1[cH:33][cH:34][n:35][cH:36][cH:37]1.[Cl:38][CH2:39][Cl:40].[ClH:12]>>[Br:1][c:2]1[cH:3][c:4]([C:5](=[O:6])[O:7][C:24]([CH3:25])([CH3:26])[CH3:27])[cH:8][c:9]([I:11])[cH:10]1. Reactants: BrC=1C(=C(C(=NC1C)C)[C@@H](C(=O)OC(C)C)O)N1CCC(CC1)=C(C)C ((S)-isopropyl 2-(5-bromo-2,6-dimethyl-4-(4-(propan-2-ylidene)piperidin-1-yl)pyridin-3-yl)-2-hydroxyacetate), HClO4. Solvent: C(Cl)Cl (DCM), C(Cl)Cl (DCM). Reaction conditions: time 48 hour. Yields the product BrC=1C(=C(C(=NC1C)C)[C@@H](C(=O)OC(C)C)OC(C)(C)C)N1CCC(CC1)=C(C)C ((S)-isopropyl 2-(5-bromo-2,6-dimethyl-4-(4-(propan-2-ylidene)piperidin-1-yl)pyridin-3-yl)-2-(tert-butoxy)acetate). Isolated yield 180.6%. RXN SMILES: [Br:1][C:2]1[C:3]([N:18]2[CH2:23][CH2:22][C:21](=[C:24]([CH3:26])[CH3:25])[CH2:20][CH2:19]2)=[C:4]([C@H:10]([OH:17])[C:11]([O:13][CH:14]([CH3:16])[CH3:15])=[O:12])[C:5]([CH3:9])=[N:6][C:7]=1[CH3:8]>C(Cl)Cl>[Br:1][C:2]1[C:3]([N:18]2[CH2:23][CH2:22][C:21](=[C:24]([CH3:26])[CH3:25])[CH2:20][CH2:19]2)=[C:4]([C@H:10]([O:17][C:4]([CH3:10])([CH3:5])[CH3:3])[C:11]([O:13][CH:14]([CH3:16])[CH3:15])=[O:12])[C:5]([CH3:9])=[N:6][C:7]=1[CH3:8]. Procedure details: The isobutylene gas was bubbled into a nitrogen purged, cooled (0° C.) solution of (S)-isopropyl 2-(5-bromo-2,6-dimethyl-4-(4-(propan-2-ylidene)piperidin-1-yl)pyridin-3-yl)-2-hydroxyacetate (1.0 g, 2.3 mmol) and 0.30 mL of 70% HClO4 in DCM (30 mL) for 20 min. The reaction mixture was allowed to warm to rt and stirred for 48 h in a pressure sealed vessel. The reaction was then diluted with DCM, washed with 1M Na2CO3 solution, and dried over MgSO4. The crude product was charged (DCM) to a 80 g ISC... RXN SMILES: [CH2:18]([P:19]([CH2:20][CH2:21][CH2:22][CH3:23])[CH2:24][CH2:25][CH2:26][CH3:27])[CH2:28][CH2:29][CH3:30].[CH2:31]([c:32]1[cH:33][cH:34][cH:35][cH:36][cH:37]1)[O:38][CH:39]1[C:40]([CH2:62][O:63][CH2:64][c:65]2[cH:66][cH:67][cH:68][cH:69][cH:70]2)=[CH:41][CH:42]([OH:61])[CH:43]([O:53][CH2:54][c:55]2[cH:56][cH:57][cH:58][cH:59][cH:60]2)[CH:44]1[O:45][CH2:46][c:47]1[cH:48][cH:49][cH:50][cH:51][cH:52]1.[CH3:71][CH2:72][CH2:73][CH2:74][CH2:75][CH3:76].[CH3:77][c:78]1[cH:79][cH:80][cH:81][cH:82][cH:83]1.[CH:1]1([c:4]2[cH:5][cH:6][c:7]([CH2:8][c:9]3[c:10]([OH:15])[cH:11][cH:12][cH:13][cH:14]3)[cH:16][cH:17]2)[CH2:2][CH2:3]1>>[CH:1]1([c:4]2[cH:5][cH:6][c:7]([CH2:8][c:9]3[c:10]([O:15][CH:42]4[CH:41]=[C:40]([CH2:62][O:63][CH2:64][c:65]5[cH:66][cH:67][cH:68][cH:69][cH:70]5)[CH:39]([O:38][CH2:31][c:32]5[cH:33][cH:34][cH:35][cH:36][cH:37]5)[CH:44]([O:45][CH2:46][c:47]5[cH:48][cH:49][cH:50][cH:51][cH:52]5)[CH:43]4[O:53][CH2:54][c:55]4[cH:56][cH:57][cH:58][cH:59][cH:60]4)[cH:11][cH:12][cH:13][cH:14]3)[cH:16][cH:17]2)[CH2:2][CH2:3]1. The reactants are CCCCP(CCCC)CCCC, OC1C=C(COCc2ccccc2)C(OCc2ccccc2)C(OCc2ccccc2)C1OCc1ccccc1, CCCCCC, Cc1ccccc1, Oc1ccccc1Cc1ccc(C2CC2)cc1. Product: C1=C(COCc2ccccc2)C(OCc2ccccc2)C(OCc2ccccc2)C(OCc2ccccc2)C1Oc1ccccc1Cc1ccc(C2CC2)cc1. Reactants: BrC=1C=CC(=C2C=CC=NC12)[N+](=O)[O-] (8-bromo-5-nitroquinoline). Reagents/catalysts: [Fe] (iron). Run in C(C)(=O)O (acetic acid), C(C)O (ethanol), C(C)O (ethanol), C(C)(=O)O (acetic acid). Conditions: time 45 minute. Yields the product NC1=C2C=CC=NC2=C(C=C1)Br (5-Amino-8-bromoquinoline). RXN SMILES: [Br:1][C:2]1[CH:3]=[CH:4][C:5]([N+:12]([O-])=O)=[C:6]2[C:11]=1[N:10]=[CH:9][CH:8]=[CH:7]2>C(O)(=O)C.C(O)C.[Fe]>[NH2:12][C:5]1[CH:4]=[CH:3][C:2]([Br:1])=[C:11]2[C:6]=1[CH:7]=[CH:8][CH:9]=[N:10]2. Procedure: At reflux, 10.0 g of 8-bromo-5-nitroquinoline in 68 ml of glacial acetic acid and 34 ml of ethanol were added dropwise to a mixture of 7.75 g of iron powder, 18 ml of glacial acetic acid and 9 ml of ethanol. After stirring for 45 minutes at reflux, the mixture was cooled and filtered through diatomaceous earth. The filtrate was concentrated, taken up in methylene chloride, washed with sodium carbonate solution, dried and concentrated. Reactants: O.O.O.O.O.N1=C(C=CC2=CC=CC=C12)COC=1C=C([O-])C=CC1.[Na+] (sodium 3-(2-quinolinylmethyloxy)phenoxide pentahydrate), C(#N)C1=CC=C(CBr)C=C1 (p-cyanobenzyl bromide), O.CCOCC (H2O Et2O). Run in CN(C)C=O (DMF). The product is N1=C(C=CC2=CC=CC=C12)COC=1C=C(OCC2=CC=C(C#N)C=C2)C=CC1 (4-(3-(2-quinolinylmethyloxy)phenoxy-methyl)benzonitrile). RXN SMILES: O.O.O.O.O.[N:6]1[C:15]2[C:10](=[CH:11][CH:12]=[CH:13][CH:14]=2)[CH:9]=[CH:8][C:7]=1[CH2:16][O:17][C:18]1[CH:19]=[C:20]([CH:22]=[CH:23][CH:24]=1)[O-:21].[Na+].[C:26]([C:28]1[CH:35]=[CH:34][C:31]([CH2:32]Br)=[CH:30][CH:29]=1)#[N:27].O.CCOCC>CN(C=O)C>[N:6]1[C:15]2[C:10](=[CH:11][CH:12]=[CH:13][CH:14]=2)[CH:9]=[CH:8][C:7]=1[CH2:16][O:17][C:18]1[CH:19]=[C:20]([CH:22]=[CH:23][CH:24]=1)[O:21][CH2:32][C:31]1[CH:34]=[CH:35][C:28]([C:26]#[N:27])=[CH:29][CH:30]=1 |f:0.1.2.3.4.5.6,8.9|. Reported procedure: A solution of 7.24 g (19.92 mmol) of sodium 3-(2-quinolinylmethyloxy)phenoxide pentahydrate and 4.68 g (23.90 mmol) of p-cyanobenzyl bromide in 34 ml of dry DMF is stirred at 75° C. under nitrogen for 2 days. The reaction mixture is cooled to room temperature, then poured into 400 ml of 3:1 H2O/Et2O, shaken, and the phases separated. The aqueous layer is extracted and washed with 1:1 brine/H2O and brine. The ether solution is dried over 1:1 Na2SO4MgSO4, filtered and concentrated. The crude produ...